Dataset: the Open Reaction Database (ORD), a public repository of structured organic reaction records. Task: describe an organic reaction: reactants, conditions, products, and yield The reactants are BrC=1C=2N(N=C(C1)C=1C=C(C(=O)OC)C=CC1)C=CN2 (methyl 3-(8-bromoimidazo[1,2-b]pyridazin-6-yl)benzoate), CC1(CN(CC1)C1=CC=CC(=N1)N)C (6-(3,3-dimethylpyrrolidin-1-yl)pyridin-2-amine), C=1C=CC(=CC1)P(C=2C=CC=CC2)C3=CC=C4C=CC=CC4=C3C5=C6C=CC=CC6=CC=C5P(C=7C=CC=CC7)C=8C=CC=CC8 (BINAP), C(=O)([O-])[O-].[Cs+].[Cs+] (Cs2CO3). The reagents and catalysts are C=1C=CC(=CC1)/C=C/C(=O)/C=C/C2=CC=CC=C2.C=1C=CC(=CC1)/C=C/C(=O)/C=C/C2=CC=CC=C2.C=1C=CC(=CC1)/C=C/C(=O)/C=C/C2=CC=CC=C2.[Pd].[Pd] (Pd2(dba)3). The solvent is O1CCOCC1 (dioxane). Run at temperature 100 celsius. Product: CC1(CN(CC1)C1=CC=CC(=N1)NC=1C=2N(N=C(C1)C=1C=C(C(=O)OC)C=CC1)C=CN2)C (methyl 3-(8-(6-(3,3-dimethylpyrrolidin-1-yl)pyridin-2-ylamino)imidazo[1,2-b]pyridazin-6-yl)benzoate). Isolated yield 82.9%. RXN SMILES: Br[C:2]1[C:3]2[N:4]([CH:18]=[CH:19][N:20]=2)[N:5]=[C:6]([C:8]2[CH:9]=[C:10]([CH:15]=[CH:16][CH:17]=2)[C:11]([O:13][CH3:14])=[O:12])[CH:7]=1.[CH3:21][C:22]1([CH3:34])[CH2:26][CH2:25][N:24]([C:27]2[N:32]=[C:31]([NH2:33])[CH:30]=[CH:29][CH:28]=2)[CH2:23]1.C1C=CC(P(C2C(C3C(P(C4C=CC=CC=4)C4C=CC=CC=4)=CC=C4C=3C=CC=C4)=C3C(C=CC=C3)=CC=2)C2C=CC=CC=2)=CC=1.C([O-])([O-])=O.[Cs+].[Cs+]>O1CCOCC1.C1C=CC(/C=C/C(/C=C/C2C=CC=CC=2)=O)=CC=1.C1C=CC(/C=C/C(/C=C/C2C=CC=CC=2)=O)=CC=1.C1C=CC(/C=C/C(/C=C/C2C=CC=CC=2)=O)=CC=1.[Pd].[Pd]>[CH3:21][C:22]1([CH3:34])[CH2:26][CH2:25][N:24]([C:27]2[N:32]=[C:31]([NH:33][C:2]3[C:3]4[N:4]([CH:18]=[CH:19][N:20]=4)[N:5]=[C:6]([C:8]4[CH:9]=[C:10]([CH:15]=[CH:16][CH:17]=4)[C:11]([O:13][CH3:14])=[O:12])[CH:7]=3)[CH:30]=[CH:29][CH:28]=2)[CH2:23]1 |f:3.4.5,7.8.9.10.11|. Reported procedure: A mixture of methyl 3-(8-bromoimidazo[1,2-b]pyridazin-6-yl)benzoate (0.10 g, 0.3 mmol), 6-(3,3-dimethylpyrrolidin-1-yl)pyridin-2-amine (60 mg, 0.3 mmol), Pd2(dba)3 (0.014 g, 0.03 mmol), BINAP (0.038 g, 0.06 mmol) and Cs2CO3 (0.3 g, 0.9 mmol) in dioxane (10 mL) was heated to 100° C. for 15 h in a sealed tube under N2 atmosphere then concentrated in vacuo. The residue was purified by chromatography (silica gel, 10 g, 200˜300 mesh, dichloromethane:MeOH=100:1) to afford methyl 3-(8-(6-(3,3-dimethylp... The reactants are CC(C)(C)n1ncc(Cl)c(Cl)c1=O, CCO, CNC, O. The product is CN(C)c1cnn(C(C)(C)C)c(=O)c1Cl. As a reaction SMILES: [C:1]([CH3:2])([CH3:3])([CH3:4])[n:5]1[n:6][cH:7][c:8]([Cl:13])[c:9]([Cl:12])[c:10]1=[O:11].[CH2:18]([OH:19])[CH3:20].[CH3:14][NH:15][CH3:16].[OH2:17]>>[C:1]([CH3:2])([CH3:3])([CH3:4])[n:5]1[n:6][cH:7][c:8]([N:15]([CH3:14])[CH3:16])[c:9]([Cl:12])[c:10]1=[O:11].